Dataset: the Open Reaction Database (ORD), a public repository of structured organic reaction records. Task: describe an organic reaction: reactants, conditions, products, and yield Reactants: O=c1ccccc(Br)c1O, C[O-], CO, [Na+], [Na]. Yields the product COc1ccccc(=O)c1O. Reaction SMILES: [Br:1][c:2]1[c:3]([OH:10])[c:4](=[O:9])[cH:5][cH:6][cH:7][cH:8]1.[CH3:11][O-:12].[CH3:15][OH:16].[Na+:13].[Na:14]>>[c:2]1([O:12][CH3:11])[c:3]([OH:10])[c:4](=[O:9])[cH:5][cH:6][cH:7][cH:8]1. The yield is 91.8%. Product: COC1=C2CCC(CC2=CC=C1)N(CCC)CCN1CCNCC1 ((5-Methoxy-1,2,3,4-tetrahydro-naphthalen-2-yl)-(2-piperazin-1-yl-ethyl)-propyl-amine). The reactants are COC1=C2CCC(CC2=CC=C1)N(C(CN1CCNCC1)=O)CCC (N-(5-Methoxy-1,2,3,4-tetrahydro-naphthalen-2-yl)-2-piperazin-1-yl-N-propyl-acetamide), [H-].[H-].[H-].[H-].[Li+].[Al+3] (LiAlH4). Reaction SMILES: [CH3:1][O:2][C:3]1[CH:12]=[CH:11][CH:10]=[C:9]2[C:4]=1[CH2:5][CH2:6][CH:7]([N:13]([CH2:23][CH2:24][CH3:25])[C:14](=O)[CH2:15][N:16]1[CH2:21][CH2:20][NH:19][CH2:18][CH2:17]1)[CH2:8]2.[H-].[H-].[H-].[H-].[Li+].[Al+3]>>[CH3:1][O:2][C:3]1[CH:12]=[CH:11][CH:10]=[C:9]2[C:4]=1[CH2:5][CH2:6][CH:7]([N:13]([CH2:14][CH2:15][N:16]1[CH2:17][CH2:18][NH:19][CH2:20][CH2:21]1)[CH2:23][CH2:24][CH3:25])[CH2:8]2 |f:1.2.3.4.5.6|. Procedure: This compound was prepared from 37b (4.8 g, 13.8 mmol) and LiAlH4 (2.0 g, 55.2 mmol) by following Procedure E to give 38b (4.2 g, 91%). 1H NMR (400 MHz, CDCl3) 0.92-0.96 (t, 3H, J=7.6 Hz), 1.41-1.59 (m, 3H), 1.98-2.22 (m, 1H), 2.41-3.1 (m, 19H), 3.81 (s, 3H), 5.2 (bs, 1H), 6.58-6.60 (d, 1H, J=8 Hz), 6.70-6.72 (d, 1H, J=8 Hz), 7.04-7.1 (t, 1H, J=8 Hz). Reactants: C1(=CC=C(C=C1)S(=O)(=O)[O-])C.C[N+]1=C(SC2=C1C=CC=C2)SC (3-methyl-2-methylthiobenzothiazolium p-toluene sulfonate), C(=O)NN (formylhydrazine). The solvent is O (water), O (water). The product is CN1C(SC2=C1C=CC=C2)=NN (3-Methyl-2-Benzothiazolone Hydrazone). RXN SMILES: C1(C)C=CC(S([O-])(=O)=O)=CC=1.[CH3:12][N+:13]1[C:17]2[CH:18]=[CH:19][CH:20]=[CH:21][C:16]=2[S:15][C:14]=1SC.C([NH:26][NH2:27])=O>O>[CH3:12][N:13]1[C:17]2[CH:18]=[CH:19][CH:20]=[CH:21][C:16]=2[S:15][C:14]1=[N:26][NH2:27] |f:0.1|. Procedure details: Into a flask equipped with a reflux condenser and magnetic stirrer is charged 50 ml water. Then 28.1 g (0.076 moles) 3-methyl-2-methylthiobenzothiazolium p-toluene sulfonate is dissolved with slight heating. A solution of 9.1 g (0.15 moles) formylhydrazine in 25 ml of water then is added and the mixture is heated at reflux for 15 minutes. The cooled suspension is made acidic until a clear solution results, then made basic. The product precipitates and is filtered, giving 9.1 g (66%), m.p. 134° C...